This data is from the Open Reaction Database (ORD), a public repository of structured organic reaction records. The task is: describe an organic reaction: reactants, conditions, products, and yield The reactants are FC1=C(C=C(C=C1)C(F)(F)F)[N+](=O)[O-] (4-fluoro-3-nitrobenzo trifluoride), CN1C(CCC1)=O (N-methylpyrrolidone), CN (methylamine). Run in O (Water). Reaction conditions: time 1 hour. The product is CNC1=C(C=C(C=C1)C(F)(F)F)[N+](=O)[O-] (N-methyl-2-nitro-4-trifluoromethylaniline). As a reaction SMILES: F[C:2]1[CH:7]=[CH:6][C:5]([C:8]([F:11])([F:10])[F:9])=[CH:4][C:3]=1[N+:12]([O-:14])=[O:13].[CH3:15][N:16]1CCCC1=O.CN>O>[CH3:15][NH:16][C:2]1[CH:7]=[CH:6][C:5]([C:8]([F:11])([F:10])[F:9])=[CH:4][C:3]=1[N+:12]([O-:14])=[O:13]. Reported procedure: To a mixture of 2.09 g of 4-fluoro-3-nitrobenzo trifluoride and 20 ml of N-methylpyrrolidone was added 2.33 g of a 40% methylamine aqueous solution under ice cool, and the mixture was heated up to room temperature and stirred for 1 hour. Water was poured, and the deposited precipitate was filtrated, then, washed with water, then, dried under reduced pressure to obtain 2.0 g of N-methyl-2-nitro-4-trifluoromethylaniline. Reactants: COC([C@@H](N(S(=O)(=O)C1=CC=C(C=C1)C)CC(C)C)CCCCN)=O (Nα-isobutyl-Nα-(4-methylbenzenesulfonyl)-L-lysine methyl ester), CC1=CC=C(C=C1)S(=O)(=O)N[C@@H](CC1=CNC2=CC=CC=C12)C(=O)O (Nα-(4-methylbenzenesulfonyl)-L-tryptophan). Solvent: Cl (HCl), C1CCOC1.C(=O)([O-])[O-].[K+].[K+] (THF K2CO3). Reaction conditions: time 8 hour. The product is CC1=CC=C(C=C1)S(=O)(=O)N[C@@H](CC2=CNC3=CC=CC=C32)C(=O)NCCCC[C@@H](C(=O)OC)N(CC(C)C)S(=O)(=O)C4=CC=C(C=C4)C (Nα-Isobutyl-Nα-(4-methylbenzenesulfonyl)-Nε-[N′α-(4-methylbenzenesulfonyl)-L-tryptophanyl]-L-lysine Methyl Ester). The yield is 71.0%. As a reaction SMILES: [CH3:1][O:2][C:3](=[O:25])[C@H:4]([CH2:20][CH2:21][CH2:22][CH2:23][NH2:24])[N:5]([CH2:16][CH:17]([CH3:19])[CH3:18])[S:6]([C:9]1[CH:14]=[CH:13][C:12]([CH3:15])=[CH:11][CH:10]=1)(=[O:8])=[O:7].[CH3:26][C:27]1[CH:32]=[CH:31][C:30]([S:33]([NH:36][C@H:37]([C:48](O)=[O:49])[CH2:38][C:39]2[C:47]3[C:42](=[CH:43][CH:44]=[CH:45][CH:46]=3)[NH:41][CH:40]=2)(=[O:35])=[O:34])=[CH:29][CH:28]=1>C1COCC1.C([O-])([O-])=O.[K+].[K+].Cl>[CH3:26][C:27]1[CH:28]=[CH:29][C:30]([S:33]([NH:36][C@H:37]([C:48]([NH:24][CH2:23][CH2:22][CH2:21][CH2:20][C@H:4]([N:5]([S:6]([C:9]2[CH:14]=[CH:13][C:12]([CH3:15])=[CH:11][CH:10]=2)(=[O:8])=[O:7])[CH2:16][CH:17]([CH3:18])[CH3:19])[C:3]([O:2][CH3:1])=[O:25])=[O:49])[CH2:38][C:39]2[C:47]3[C:42](=[CH:43][CH:44]=[CH:45][CH:46]=3)[NH:41][CH:40]=2)(=[O:35])=[O:34])=[CH:31][CH:32]=1 |f:2.3.4.5|. Procedure details: To a stirred solution of Nα-isobutyl-Nα-(4-methylbenzenesulfonyl)-L-lysine methyl ester (369 mg, 1 mmol, example 65, step C) in THF/K2CO3 (1M) (3 mL/3 mL) was added Nα-(4-methylbenzenesulfonyl)-L-tryptophan N-hydroxysuccimmlde ester (547 mg, 1.2 mmol). The reaction mixture was stirred overnight, then diluted with 1N HCl and extracted with EtOAc. The organic layer was dried (MgSO4) and concentrated. The crude was purified by flash chromatography using hexane/EtOAc as eluent to afford the desired ... Reactants: [H-].[Na+] (sodium hydride), FC(C(=O)O)(F)F.ClC1=CC=C(C(=O)N2CC(N(C3=C(C2)C=CC=C3)CC3=CC=C(C=C3)C=3N(CCN3)C)=O)C=C1 (4-(4-chlorobenzoyl)-1-[4-(1-methyl-4,5-dihydro-1H-imidazol-2-yl)benzyl]-1,3,4,5-tetrahydrobenzo[e][1,4]diazepin-2-on trifluoroacetate), CI (methyl iodide). The solvent is CN(C)C=O (DMF). Reaction conditions: time 30 minute. Yields the product FC(C(=O)[O-])(F)F.ClC1=CC=C(C(=O)N2CC(N(C3=C(C2)C=CC=C3)CC3=CC=C(C=C3)C=3N(CC[N+]3C)C)=O)C=C1 (4-(4-chlorobenzoyl)-1-[4-(1,3-dimethyl-4,5-dihydro-1H-imidazol-3-ium-2-yl)benzyl]-1,3,4,5-tetrahydrobenzo[e][1,4]-diazepin-2-on trifluoroacetate). Reaction SMILES: [F:1][C:2]([F:7])([F:6])[C:3]([OH:5])=[O:4].[Cl:8][C:9]1[CH:41]=[CH:40][C:12]([C:13]([N:15]2[CH2:21][C:20]3[CH:22]=[CH:23][CH:24]=[CH:25][C:19]=3[N:18]([CH2:26][C:27]3[CH:32]=[CH:31][C:30]([C:33]4[N:34]([CH3:38])[CH2:35][CH2:36][N:37]=4)=[CH:29][CH:28]=3)[C:17](=[O:39])[CH2:16]2)=[O:14])=[CH:11][CH:10]=1.[H-].[Na+].CI>CN(C=O)C>[F:1][C:2]([F:7])([F:6])[C:3]([O-:5])=[O:4].[Cl:8][C:9]1[CH:10]=[CH:11][C:12]([C:13]([N:15]2[CH2:21][C:20]3[CH:22]=[CH:23][CH:24]=[CH:25][C:19]=3[N:18]([CH2:26][C:27]3[CH:32]=[CH:31][C:30]([C:33]4[N:37]([CH3:2])[CH2:36][CH2:35][N+:34]=4[CH3:38])=[CH:29][CH:28]=3)[C:17](=[O:39])[CH2:16]2)=[O:14])=[CH:40][CH:41]=1 |f:0.1,2.3,6.7|. Reported procedure: 20 mg (0.034 mmol) of 4-(4-chlorobenzoyl)-1-[4-(1-methyl-4,5-dihydro-1H-imidazol-2-yl)benzyl]-1,3,4,5-tetrahydrobenzo[e][1,4]diazepin2on trifluoroacetate obtained in Example 125 was dissolved in 3 ml of DMF. 3 mg (0.075 mmol) of sodium hydride was added to the obtained solution, and they were stirred at room temperature for 30 minutes. 30 mg (0.21 mmol) of methyl iodide was added to the reaction mixture, and they were stirred at room temperature for 5 hours. The solvent evaporated, and the obtai...